This data is from the Open Reaction Database (ORD), a public repository of structured organic reaction records. The task is: describe an organic reaction: reactants, conditions, products, and yield The reactants are C(C)OC(=O)C1C(CC(CC1)(C=1SC=CN1)O)C (4-hydroxy-2-methyl-4-thiazol-2-yl-cyclohexanecarboxylic acid ethyl ester), C1CC(=O)N(C1=O)Br (NBS), CCOC(=O)C (EtOAc), O (water). The solvent is CN(C)C=O (DMF). Conditions: temperature 50 celsius, time 1 hour. Yields the product C(C)OC(=O)C1C(CC(CC1)(O)C=1SC(=CN1)Br)C (4-(5-bromo-thiazol-2-yl)-4-hydroxy-2-methyl-cyclohexanecarboxylic acid ethyl ester). Yield: 77.3%. Reaction SMILES: [CH2:1]([O:3][C:4]([CH:6]1[CH2:11][CH2:10][C:9]([OH:17])([C:12]2[S:13][CH:14]=[CH:15][N:16]=2)[CH2:8][CH:7]1[CH3:18])=[O:5])[CH3:2].C1C(=O)N([Br:26])C(=O)C1.O.CCOC(C)=O>CN(C=O)C>[CH2:1]([O:3][C:4]([CH:6]1[CH2:11][CH2:10][C:9]([C:12]2[S:13][C:14]([Br:26])=[CH:15][N:16]=2)([OH:17])[CH2:8][CH:7]1[CH3:18])=[O:5])[CH3:2]. Procedure: To a solution of the product of Step 1 (20 g, 74.3 mmol) in DMF (140 mL) was added NBS (15.9 g, 89 mmol). After the initial exotherm had subsided the reaction mixture was heated to 50° C. and stirred for 1 h. It was then cooled to room temperature and water (280 mL containing 7 g of sodium sulfite) was added followed by EtOAc. The layers were cut and the aqueous layer was back extracted with EtOAc (2×), and then the combined organics washed with H2O. The organic layer was dried with MgSO4, filte... Reactants: ClC=1C(=NC(=NC1)NC=1C=CC2=C(NCCNC2=O)C1)NC1=C(C(=O)N)C=CC=C1 (2-[5-Chloro-2-(5-oxo-2,3,4,5-tetrahydro-1H-benzo[e][1,4]diazepin-8-ylamino)-pyrimidin-4-ylamino]benzamide), ClC1=NC=C(C(=N1)NC1=C(C(=O)NC)C=CC=C1)Cl (2-(2,5-dichloro-pyrimidin-4-ylamino)-N-methylbenzamide), NC=1C=CC2=C(NCCNC2=O)C1 (8-amino-1,2,3,4-tetrahydro-benzo[e][1,4]diazepin-5-one), Cl (HCl), O.O1CCOCC1 (H2O dioxane). The solvent is C(C)N(CC)CC (triethylamine), COCCO (2-methoxyethanol). Run at temperature 110 celsius, time 22 hour. Yields the product ClC=1C(=NC(=NC1)NC=1C=CC2=C(NCCNC2=O)C1)NC1=C(C(=O)NC)C=CC=C1 (2-[5-Chloro-2-(5-oxo-2,3,4,5-tetrahydro-1H-benzo[e][1,4]diazepin-8-ylamino)-pyrimidin-4-ylamino]-N-methylbenzamide). RXN SMILES: [Cl:1][C:2]1[C:3]([NH:21][C:22]2[CH:30]=[CH:29][CH:28]=[CH:27][C:23]=2[C:24]([NH2:26])=[O:25])=[N:4][C:5]([NH:8][C:9]2[CH:10]=[CH:11][C:12]3[C:18](=[O:19])[NH:17][CH2:16][CH2:15][NH:14][C:13]=3[CH:20]=2)=[N:6][CH:7]=1.Cl[C:32]1N=C(NC2C=CC=CC=2C(NC)=O)C(Cl)=CN=1.NC1C=CC2C(=O)NCCNC=2C=1.Cl.O.O1CCOCC1>COCCO.C(N(CC)CC)C>[Cl:1][C:2]1[C:3]([NH:21][C:22]2[CH:30]=[CH:29][CH:28]=[CH:27][C:23]=2[C:24]([NH:26][CH3:32])=[O:25])=[N:4][C:5]([NH:8][C:9]2[CH:10]=[CH:11][C:12]3[C:18](=[O:19])[NH:17][CH2:16][CH2:15][NH:14][C:13]=3[CH:20]=2)=[N:6][CH:7]=1 |f:4.5|. Reported procedure: 2-[5-Chloro-2-(5-oxo-2,3,4,5-tetrahydro-1H-benzo[e][1,4]diazepin-8-ylamino)-pyrimidin-4-ylamino]benzamide (CEP-19626). A solution of 2-(2,5-dichloro-pyrimidin-4-ylamino)-N-methylbenzamide (58 mg, 0.20 mmol) and 8-amino-1,2,3,4-tetrahydro-benzo[e][1,4]diazepin-5-one (35 mg, 0.20 mmol) in 2-methoxyethanol (5 mL) was treated with 4N HCl in 50% H2O/dioxane (50 μL, 1 equiv.) and the mixture was stirred and heated to 110° C. After 22 hrs. the mixture was cooled to room temperature, neutralized with tr...